describe an organic reaction: reactants, conditions, products, and yield From a dataset of the Open Reaction Database (ORD), a public repository of structured organic reaction records. Reactants: C1CCOC1, CCn1cc(C(=O)Nc2ccc(CC(=O)OC)cc2Cl)c2ccccc21, [Na+], [OH-]. Yields the product CCn1cc(C(=O)Nc2ccc(CC(=O)O)cc2Cl)c2ccccc21. Reaction SMILES: [CH2:29]1[O:30][CH2:31][CH2:32][CH2:33]1.[Cl:3][c:4]1[cH:5][c:6]([CH2:24][C:25](=[O:26])[O:27][CH3:28])[cH:7][cH:8][c:9]1[NH:10][C:11](=[O:12])[c:13]1[cH:14][n:15]([CH2:22][CH3:23])[c:16]2[cH:17][cH:18][cH:19][cH:20][c:21]12.[Na+:2].[OH-:1]>>[Cl:3][c:4]1[cH:5][c:6]([CH2:24][C:25](=[O:26])[OH:27])[cH:7][cH:8][c:9]1[NH:10][C:11](=[O:12])[c:13]1[cH:14][n:15]([CH2:22][CH3:23])[c:16]2[cH:17][cH:18][cH:19][cH:20][c:21]12. Yields the product CNC=1SC(=NN1)NCCCOC1=CC(=CC=C1)CN1CCCCC1 (N-Methyl-N'-[3-[3-(1-piperidinylmethyl)phenoxy]propyl]1,3,4-thiadiazole-2,5-diamine). The solvent is C(C)O (ethanol). As a reaction SMILES: OO.[CH3:3][NH:4][C:5]([NH:7][NH:8][C:9](=[S:28])[NH:10][CH2:11][CH2:12][CH2:13][O:14][C:15]1[CH:20]=[CH:19][CH:18]=[C:17]([CH2:21][N:22]2[CH2:27][CH2:26][CH2:25][CH2:24][CH2:23]2)[CH:16]=1)=S>C(O)C>[CH3:3][NH:4][C:5]1[S:28][C:9]([NH:10][CH2:11][CH2:12][CH2:13][O:14][C:15]2[CH:20]=[CH:19][CH:18]=[C:17]([CH2:21][N:22]3[CH2:23][CH2:24][CH2:25][CH2:26][CH2:27]3)[CH:16]=2)=[N:8][N:7]=1. Procedure: 2 ml of 30% Hydrogen peroxide are added to 1.58 g (4 mmol) of N-methyl-N'-[3-[3-(1-piperidinylmethyl)phenoxy]propyl]-1,2-hydrazine dicarbothioamide in 30 ml of ethanol and the reaction mixture is briefly heated to boiling. The sulphur which separates is filtered off hot with the aid of active charcoal and the filtrate is concentrated by evaporation and purified by preparative layer chromatography. Reactants: OO (Hydrogen peroxide), CNC(=S)NNC(NCCCOC1=CC(=CC=C1)CN1CCCCC1)=S (N-methyl-N'-[3-[3-(1-piperidinylmethyl)phenoxy]propyl]-1,2-hydrazine dicarbothioamide). Reactants: C1CCOC1, ClCCl, O=C(Cl)c1cc(C(F)(F)F)ccc1F, Nc1ccc(Cl)c(C(=O)O)c1. Yields the product O=C(Nc1ccc(Cl)c(C(=O)O)c1)c1cc(C(F)(F)F)ccc1F. Reaction SMILES: [CH2:29]1[O:30][CH2:31][CH2:32][CH2:33]1.[Cl:26][CH2:27][Cl:28].[F:12][c:13]1[c:14]([C:15](=[O:16])[Cl:17])[cH:18][c:19]([C:22]([F:23])([F:24])[F:25])[cH:20][cH:21]1.[NH2:1][c:2]1[cH:3][cH:4][c:5]([Cl:11])[c:6]([C:7](=[O:8])[OH:9])[cH:10]1>>[NH:1]([c:2]1[cH:3][cH:4][c:5]([Cl:11])[c:6]([C:7](=[O:8])[OH:9])[cH:10]1)[C:15]([c:14]1[c:13]([F:12])[cH:21][cH:20][c:19]([C:22]([F:23])([F:24])[F:25])[cH:18]1)=[O:16]. The reactants are solution, CC[O-].[Na+] (sodium ethylate), [Na+].[Cl-] (NaCl), [C]=O (carbon monoxide), CC[O-].[Na+] (sodium ethylate), C(C)O (ethanol), C(C)OC(CCl)=O (chloroacetic acid ethyl ester), C(C)O (ethanol), CO, CC[O-].[Na+] (sodium ethylate), CO. Run in C1(=CC=CC=C1)C (toluene). Conditions: temperature 55 celsius, time 15 minute. Yields the product C(C)OC(CC(=O)OCC)=O (malonic acid diethyl ester), high-boiling compounds, C(C)OC(CCl)=O (chloroacetic acid ethyl ester), C(C)OC(C)=O (acetic acid ethyl ester). The yield is 1.0%. Reaction SMILES: [Na+].[Cl-].[C]=O.[CH3:5][CH2:6][O-:7].[Na+].[CH2:9]([O:11][C:12](=[O:15])[CH2:13][Cl:14])[CH3:10].[CH2:16]([OH:18])C>C1(C)C=CC=CC=1>[CH2:6]([O:7][C:16](=[O:18])[CH2:13][C:12]([O:11][CH2:9][CH3:10])=[O:15])[CH3:5].[CH2:9]([O:11][C:12](=[O:15])[CH2:13][Cl:14])[CH3:10].[CH2:9]([O:11][C:12](=[O:15])[CH3:13])[CH3:10] |f:0.1,3.4,^3:2|. Procedure: In a pressure vessel of a capacity of 7.5 liters, equipped with a pH measuring system, 20 g of Co2 (CO)8, 10 g of NaCl as conducting salt, and 2.5 liters of ethanol denatured with toluene are combined. The apparatus is scavenged three times with carbon monoxide, and then a CO pressure of 7.5 atmospheres gauge is established. While the vessel is heated at 55° C., a solution of 20.5% sodium ethylate in ethanol is pumped in from a reservoir by means of a proportioning pump such that a pH of 7 to 8 ...